Dataset: the Open Reaction Database (ORD), a public repository of structured organic reaction records. Task: describe an organic reaction: reactants, conditions, products, and yield Starting materials: C1(=CC=CC2=CC=CC=C12)CO (1-Naphthalenemethanol), BrCCCCCBr (1,5-dibromopentane), Intermediate 1. The product is BrCCCCCOCC1=CC=CC2=CC=CC=C12 (1-[[(5-Bromopentyl)oxy]methyl]naphthalene). As a reaction SMILES: [C:1]1([CH2:11][OH:12])[C:10]2[C:5](=[CH:6][CH:7]=[CH:8][CH:9]=2)[CH:4]=[CH:3][CH:2]=1.[Br:13][CH2:14][CH2:15][CH2:16][CH2:17][CH2:18]Br>>[Br:13][CH2:14][CH2:15][CH2:16][CH2:17][CH2:18][O:12][CH2:11][C:1]1[C:10]2[C:5](=[CH:6][CH:7]=[CH:8][CH:9]=2)[CH:4]=[CH:3][CH:2]=1. Reported procedure: 1-Naphthalenemethanol (6.00 g) and 1,5-dibromopentane (11.5 ml) were treated according to the method of Intermediate 1. FCC eluting with ether-cyclohexane (1:49→2:48) gave the title compound as a colourless oil (8.41 g), t.l.c. (Cyclohexane-ether 19:1) Rf 0.22; Reactants: C([O-])([O-])=O.[Cs+].[Cs+] (cesium carbonate), CC1(OB(OC1(C)C)C=1C=C2CNC(C2=CC1)=O)C (5-(4,4,5,5-tetramethyl-1,3,2-dioxaborolan-2-yl)isoindolin-1-one), BrC1=CC=C(C(=C1OCC1(COC1)C)OC)OC(F)F (3-((6-bromo-3-(difluoromethoxy)-2-methoxyphenoxy)methyl)-3-methyloxetane). The reagents and catalysts are [Pd].C1(=CC=CC=C1)P(C1=CC=CC=C1)C1=CC=CC=C1.C1(=CC=CC=C1)P(C1=CC=CC=C1)C1=CC=CC=C1.C1(=CC=CC=C1)P(C1=CC=CC=C1)C1=CC=CC=C1.C1(=CC=CC=C1)P(C1=CC=CC=C1)C1=CC=CC=C1 (tetrakis(triphenylphosphine) palladium(0)). Solvent: CN(C=O)C (dimethylformamide). Conditions: temperature 85 celsius. Product: FC(OC1=C(C(=C(C=C1)C=1C=C2CNC(C2=CC1)=O)OCC1(COC1)C)OC)F (5-[4-Difluoromethoxy-3-methoxy-2-(3-methyl-oxetan-3-ylmethoxy)-phenyl]-2,3-dihydro-isoindol-1-one). Yield: 21.8%. Reaction SMILES: Br[C:2]1[C:7]([O:8][CH2:9][C:10]2([CH3:14])[CH2:13][O:12][CH2:11]2)=[C:6]([O:15][CH3:16])[C:5]([O:17][CH:18]([F:20])[F:19])=[CH:4][CH:3]=1.C(=O)([O-])[O-].[Cs+].[Cs+].CC1(C)C(C)(C)OB([C:35]2[CH:36]=[C:37]3[C:41](=[CH:42][CH:43]=2)[C:40](=[O:44])[NH:39][CH2:38]3)O1>CN(C)C=O.[Pd].C1(P(C2C=CC=CC=2)C2C=CC=CC=2)C=CC=CC=1.C1(P(C2C=CC=CC=2)C2C=CC=CC=2)C=CC=CC=1.C1(P(C2C=CC=CC=2)C2C=CC=CC=2)C=CC=CC=1.C1(P(C2C=CC=CC=2)C2C=CC=CC=2)C=CC=CC=1>[F:19][CH:18]([F:20])[O:17][C:5]1[CH:4]=[CH:3][C:2]([C:35]2[CH:36]=[C:37]3[C:41](=[CH:42][CH:43]=2)[C:40](=[O:44])[NH:39][CH2:38]3)=[C:7]([O:8][CH2:9][C:10]2([CH3:14])[CH2:13][O:12][CH2:11]2)[C:6]=1[O:15][CH3:16] |f:1.2.3,6.7.8.9.10|. Reported procedure: To a stirring solution of 3-((6-bromo-3-(difluoromethoxy)-2-methoxyphenoxy)methyl)-3-methyloxetane (200 mg, 0.566 mmol) in dimethylformamide (10 mL) was purged with argon for 1 h. To this cesium carbonate (551 mg, 1.698 mmol), tetrakis(triphenylphosphine) palladium(0) (32 mg, 0.028 mmol) and 5-(4,4,5,5-tetramethyl-1,3,2-dioxaborolan-2-yl)isoindolin-1-one (176 mg, 0.679 mmol) were added and the resultant reaction mixture was heated to 80-90° C. for 3 h. The reaction mixture was cooled to RT, filt... The reactants are N1C(CCC1)CNC=1C=CC(=NC1)C(=O)OCC (ethyl 5-[(2-pyrrolidinyl)methylamino]pyridine-2-carboxylate), COC=1C=C(C=CC1NC(=O)NC1=C(C=CC=C1)C)CC(=O)O (3-methoxy-4-[-N′-(2-methylphenyl)ureido]phenylacetic acid), ice water, CCN=C=NCCCN(C)C.Cl (EDC.HCl). Reagents/catalysts: CN(C)C=1C=CN=CC1 (4-DMAP). Solvent: CN(C)C=O (DMF). Conditions: time 20 hour. Product: COC=1C=C(C=CC1NC(=O)NC1=C(C=CC=C1)C)CC(=O)N1C(CCC1)CNC=1C=CC(=NC1)C(=O)OCC (ethyl 5-[[1-[3-methoxy-4-[N′-(2-methylphenyl)ureido]phenylacetyl]-2-pyrrolidinyl]methylamino]pyridine-2-carboxylate). The yield is 79.4%. RXN SMILES: [NH:1]1[CH2:5][CH2:4][CH2:3][CH:2]1[CH2:6][NH:7][C:8]1[CH:9]=[CH:10][C:11]([C:14]([O:16][CH2:17][CH3:18])=[O:15])=[N:12][CH:13]=1.[CH3:19][O:20][C:21]1[CH:22]=[C:23]([CH2:38][C:39](O)=[O:40])[CH:24]=[CH:25][C:26]=1[NH:27][C:28]([NH:30][C:31]1[CH:36]=[CH:35][CH:34]=[CH:33][C:32]=1[CH3:37])=[O:29].CCN=C=NCCCN(C)C.Cl>CN(C1C=CN=CC=1)C.CN(C=O)C>[CH3:19][O:20][C:21]1[CH:22]=[C:23]([CH2:38][C:39]([N:1]2[CH2:5][CH2:4][CH2:3][CH:2]2[CH2:6][NH:7][C:8]2[CH:9]=[CH:10][C:11]([C:14]([O:16][CH2:17][CH3:18])=[O:15])=[N:12][CH:13]=2)=[O:40])[CH:24]=[CH:25][C:26]=1[NH:27][C:28]([NH:30][C:31]1[CH:36]=[CH:35][CH:34]=[CH:33][C:32]=1[CH3:37])=[O:29] |f:2.3|. Procedure: To a stirred mixture of ethyl 5-[(2-pyrrolidinyl)methylamino]pyridine-2-carboxylate (230 mg, 0.923 mmol), 3-methoxy-4-[-N′-(2-methylphenyl)ureido]phenylacetic acid (290 mg, 0.923 mmol), 4-DMAP (145 mg, 1.15 mmol) in DMF (7 ml) was added EDC.HCl (225 mg, 1.15 mmol) at room temperature. The resulting mixture was stirred at room temperature for 20 hr. The mixture was pored into ice-water. The solid was collected, washed with water and air dried. The crude solid was purified by silica gel (30 ml) co... Starting materials: CCC(=O)Cl, ClCCl, Cl, Oc1cccc(F)c1F, c1ccncc1. Yields the product CCC(=O)Oc1cccc(F)c1F. As a reaction SMILES: [C:10]([CH2:11][CH3:12])(=[O:13])[Cl:14].[Cl:16][CH2:17][Cl:18].[ClH:15].[F:1][c:2]1[c:3]([OH:9])[cH:4][cH:5][cH:6][c:7]1[F:8].[cH:19]1[cH:20][cH:21][n:22][cH:23][cH:24]1>>[F:1][c:2]1[c:3]([O:9][C:10]([CH2:11][CH3:12])=[O:13])[cH:4][cH:5][cH:6][c:7]1[F:8]. Reactants: FC(C1=CC=C(C(=O)Cl)C=C1)(F)F (4-(trifluoromethyl)benzoyl chloride), ClC1=NC=C(C=C1)C#N (2-chloro-5-(cyano)pyridine), ClC1=C(C=CC(=C1)Cl)C1=NC(=NC=C1C=1NC=CN1)NCCNC1=NC=C(C=C1)[N+](=O)[O-] ([4-(2,4-dichlorophenyl)-5-imidazol-2-ylpyrimidin-2-yl]{2-[(5-nitro(2-pyridyl))amino]ethyl}amine). The product is N1C(=NC=C1)C=1C(=NC(=NC1)NCCNC1=CC=C(C=N1)C#N)C1=CC=C(C=C1)C(F)(F)F (6-{[2-({5-imidazol-2-yl-4-[4-(trifluoromethyl)phenyl]pyrimidin-2-yl}amino)ethyl]-amino}pyridine-3-carbonitrile). As a reaction SMILES: [F:1][C:2]([F:13])([F:12])[C:3]1[CH:11]=[CH:10][C:6]([C:7](Cl)=O)=[CH:5][CH:4]=1.Cl[C:15]1[CH:20]=[CH:19][C:18]([C:21]#[N:22])=[CH:17][N:16]=1.ClC1C=C(Cl)C=CC=1C1[C:36]([C:37]2[NH:38][CH:39]=[CH:40][N:41]=2)=[CH:35][N:34]=[C:33]([NH:42][CH2:43][CH2:44][NH:45]C2C=CC([N+]([O-])=O)=CN=2)[N:32]=1>>[NH:38]1[CH:39]=[CH:40][N:41]=[C:37]1[C:36]1[C:7]([C:6]2[CH:10]=[CH:11][C:3]([C:2]([F:13])([F:12])[F:1])=[CH:4][CH:5]=2)=[N:32][C:33]([NH:42][CH2:43][CH2:44][NH:45][C:15]2[N:16]=[CH:17][C:18]([C:21]#[N:22])=[CH:19][CH:20]=2)=[N:34][CH:35]=1. Reported procedure: b 6-{[2-({5-imidazol-2-yl-4-[4-(trifluoromethyl)phenyl]pyrimidin-2-yl}amino)ethyl]-amino}pyridine-3-carbonitrile was prepared from 4-(trifluoromethyl)benzoyl chloride and 2-chloro-5-(cyano)pyridine using the general method for [4-(2,4-dichlorophenyl)-5-imidazol-2-ylpyrimidin-2-yl]{2-[(5-nitro(2-pyridyl))amino]ethyl}amine. Reactants: BrC=1C=C2C(NC(C2=CC1)=O)=O (5-bromo-1H-isoindole-1,3(2H)-dione), CSC.B (borane-dimethyl sulfide). Solvent: C1CCOC1 (THF). Reaction conditions: temperature 0 celsius. The product is BrC=1C=C2CNCC2=CC1 (5-bromoisoindoline). RXN SMILES: [Br:1][C:2]1[CH:3]=[C:4]2[C:8](=[CH:9][CH:10]=1)[C:7](=O)[NH:6][C:5]2=O.CSC.B>C1COCC1>[Br:1][C:2]1[CH:3]=[C:4]2[C:8](=[CH:9][CH:10]=1)[CH2:7][NH:6][CH2:5]2 |f:1.2|. Procedure details: To a solution of 5-bromo-1H-isoindole-1,3(2H)-dione (4 mmol) in THF (10 mL) was added borane-dimethyl sulfide complex (2M in THF, 14 mL) at 0° C. The reaction mixture was allowed to stir at reflux overnight and was then cooled to 0° C. The reaction mixture was quenched by the slow addition of MeOH (10 mL) and then 2N HCl (10 mL). The reaction mixture was allowed to stir at reflux for 3 hr and then concentrated. Water (10 mL) was added to the residue. Remaining starting material was removed by ex... Reactants: [BH4-], COc1ccc(CC(Cc2ccc(OC)cc2)N2C(=O)C(C(C)=O)C2OC(C)=O)cc1, CC(C)O, [Na+], O. Yields the product COc1ccc(CC(Cc2ccc(OC)cc2)N2C(=O)C(C(C)O)C2OC(C)=O)cc1. Reaction SMILES: [BH4-:1].[CH2:3]([c:4]1[cH:5][cH:6][c:7]([O:10][CH3:11])[cH:8][cH:9]1)[CH:12]([N:13]1[C:14](=[O:24])[CH:15]([C:21]([CH3:22])=[O:23])[CH:16]1[O:17][C:18]([CH3:19])=[O:20])[CH2:25][c:26]1[cH:27][cH:28][c:29]([O:32][CH3:33])[cH:30][cH:31]1.[CH:34]([OH:35])([CH3:36])[CH3:37].[Na+:2].[OH2:38]>>[CH2:3]([c:4]1[cH:5][cH:6][c:7]([O:10][CH3:11])[cH:8][cH:9]1)[CH:12]([N:13]1[C:14](=[O:24])[CH:15]([CH:21]([CH3:22])[OH:23])[CH:16]1[O:17][C:18]([CH3:19])=[O:20])[CH2:25][c:26]1[cH:27][cH:28][c:29]([O:32][CH3:33])[cH:30][cH:31]1.